This data is from the Open Reaction Database (ORD), a public repository of structured organic reaction records. The task is: describe an organic reaction: reactants, conditions, products, and yield Starting materials: CCOC(=O)C(CC(C)C)c1ccc([N+](=O)[O-])c(OCC(F)(F)F)c1, CO, [OH-], [OH-], [Pd+2]. Yields the product CCOC(=O)C(CC(C)C)c1ccc(N)c(OCC(F)(F)F)c1. RXN SMILES: [CH3:1][CH:2]([CH2:3][CH:4]([C:5](=[O:6])[O:7][CH2:8][CH3:9])[c:10]1[cH:11][c:12]([O:19][CH2:20][C:21]([F:22])([F:23])[F:24])[c:13]([N+:16]([O-:17])=[O:18])[cH:14][cH:15]1)[CH3:25].[CH3:26][OH:27].[OH-:28].[OH-:29].[Pd+2:30]>>[CH3:1][CH:2]([CH2:3][CH:4]([C:5](=[O:6])[O:7][CH2:8][CH3:9])[c:10]1[cH:11][c:12]([O:19][CH2:20][C:21]([F:22])([F:23])[F:24])[c:13]([NH2:16])[cH:14][cH:15]1)[CH3:25].